Dataset: the Open Reaction Database (ORD), a public repository of structured organic reaction records. Task: describe an organic reaction: reactants, conditions, products, and yield Starting materials: FC=1C=C(C=C(C1)F)C[C@@H]([C@@H]1OC1)NC(OC(C)(C)C)=O (tert-Butyl (1S)-2-(3,5-difluorophenyl)-1-[(2S)-oxiranyl]ethylcarbamate), C(CC)N(C(=O)C=1C=C(C(=O)O)C=C(C1)CC)CCC (3-[(Dipropylamino)carbonyl]-5-ethylbenzoic acid), [C@@H]1(CCCC2=CC=CC=C12)N ((1S)-1,2,3,4-tetrahydro-1-naphthalenylamine), 5-Me-PHTH. Yields the product FC=1C=C(C[C@@H]([C@@H](CN[C@@H]2CCC3=CC=CC=C23)O)NC(C2=CC(C(=O)N(CCC)CCC)=CC(=C2)C)=O)C=C(C1)F (N1-{(1S,2R)-1-(3,5-difluorobenzyl)-3-[(1R)-2,3-dihydro-1H-inden-1-ylamino]-2-hydroxypropyl}-5-methyl-N3,N3-dipropylisophthalamide). Reaction SMILES: [F:1][C:2]1[CH:3]=[C:4]([CH2:9][C@H:10]([NH:14][C:15](=[O:21])OC(C)(C)C)[C@H:11]2[CH2:13][O:12]2)[CH:5]=[C:6]([F:8])[CH:7]=1.[C@@H:22]1([NH2:32])[C:31]2[C:26](=[CH:27][CH:28]=[CH:29][CH:30]=2)[CH2:25][CH2:24]C1.[CH2:33]([N:36]([CH2:50][CH2:51][CH3:52])[C:37]([C:39]1[CH:40]=[C:41]([CH:45]=[C:46]([CH2:48]C)[CH:47]=1)C(O)=O)=[O:38])[CH2:34][CH3:35]>>[F:8][C:6]1[CH:5]=[C:4]([CH:3]=[C:2]([F:1])[CH:7]=1)[CH2:9][C@H:10]([NH:14][C:15](=[O:21])[C:41]1[CH:45]=[C:46]([CH3:48])[CH:47]=[C:39]([C:37]([N:36]([CH2:33][CH2:34][CH3:35])[CH2:50][CH2:51][CH3:52])=[O:38])[CH:40]=1)[C@H:11]([OH:12])[CH2:13][NH:32][C@H:22]1[C:31]2[C:26](=[CH:27][CH:28]=[CH:29][CH:30]=2)[CH2:25][CH2:24]1. Procedure details: Following the general procedure of EXAMPLEs 4, 5 and 6 and making non-critical variations but using tert-butyl (1S)-2-(3,5-difluorophenyl)-1-[(2S)-oxiranyl]ethylcarbamate (V, EXAMPLE 3), (1R)-2,3-dihydro-1H-inden-1-ylamine (VI) and “5-Me-PHTH” (IX), the title compound is obtained, MH+=578. Reactants: C1CCC2N(C=3C=CC=CC3C21)CC(=O)N (2-(2,3,3a,8b-Tetrahydrocyclopenta[b]indol-4(1H)-yl)acetamide). The solvent is B.C1CCOC1 (BH3.THF). Product: C1CCC2N(C=3C=CC=CC3C21)CCN (2-(2,3,3a,8b-Tetrahydrocyclopenta[b]Indol-4(1H)-yl)Ethylamine). As a reaction SMILES: [CH2:1]1[CH:12]2[CH:4]([N:5]([CH2:13][C:14]([NH2:16])=O)[C:6]3[CH:7]=[CH:8][CH:9]=[CH:10][C:11]=32)[CH2:3][CH2:2]1>B.C1COCC1>[CH2:1]1[CH:12]2[CH:4]([N:5]([CH2:13][CH2:14][NH2:16])[C:6]3[CH:7]=[CH:8][CH:9]=[CH:10][C:11]=32)[CH2:3][CH2:2]1 |f:1.2|. Procedure: 2-(2,3,3a,8b-Tetrahydrocyclopenta[b]indol-4(1H)-yl)acetamide (90 mmol, 20 g) was dissolved in 1 M BH3.THF (200 mL) and heated to reflux for 18 h. The reaction mixture was allowed to cool to room temperature and then quenched slowly with methanol. The solution was concentrated, dissolved in methanol, and again concentrated. The resulting oil was diluted with ether and extracted twice with 1 N HCl. The aqueous phase was treated with 2.5 N NaOH to pH>10 and extracted with chloroform. The combined c... Reactants: C1(CC1)C(C=CC(C)C1=CC(=C(C=C1)F)OC1=CC=CC=C1)C1=CC=C(C=C1)Cl (1-cyclopropyl-1-(4-chlorophenyl)-4-(4-fluoro-3-phenoxyphenyl)-2-pentene). The reagents and catalysts are [Pd] (palladium on charcoal). Run in C(C)O (ethanol). The product is C1(CC1)C(CCC(C)C1=CC(=C(C=C1)F)OC1=CC=CC=C1)C1=CC=C(C=C1)Cl (1-cyclopropyl-1-(4-chlorophenyl)-4-(4-fluoro-3-phenoxyphenyl)pentane). The yield is 97.8%. As a reaction SMILES: [CH:1]1([CH:4]([C:23]2[CH:28]=[CH:27][C:26]([Cl:29])=[CH:25][CH:24]=2)[CH:5]=[CH:6][CH:7]([C:9]2[CH:14]=[CH:13][C:12]([F:15])=[C:11]([O:16][C:17]3[CH:22]=[CH:21][CH:20]=[CH:19][CH:18]=3)[CH:10]=2)[CH3:8])[CH2:3][CH2:2]1>C(O)C.[Pd]>[CH:1]1([CH:4]([C:23]2[CH:28]=[CH:27][C:26]([Cl:29])=[CH:25][CH:24]=2)[CH2:5][CH2:6][CH:7]([C:9]2[CH:14]=[CH:13][C:12]([F:15])=[C:11]([O:16][C:17]3[CH:18]=[CH:19][CH:20]=[CH:21][CH:22]=3)[CH:10]=2)[CH3:8])[CH2:3][CH2:2]1. Procedure details: Using a Parr hydrogenation apparatus, 0.23 gram (0.0005 mole) of 1-cyclopropyl-1-(4-chlorophenyl)-4-(4-fluoro-3-phenoxyphenyl)-2-pentene was hydrogenated in 50 ml of ethanol in the presence of 10% palladium on charcoal. Upon completion of the uptake of the theoretical amount of hydrogen, the reaction mixture was filtered. The filtrate was concentrated under reduced pressure, yielding 0.2 gram of 1-cyclopropyl-1-(4-chlorophenyl)-4-(4-fluoro-3-phenoxyphenyl)pentane. The nmr spectrum was consistent... Reactants: CC1=C2CCC(=CC2=C(C=C1)C)B(O)O (5,8-dimethyl-3,4-dihydro-naphthalene-2-boronic acid), ClC=1C=C(N=NC1)CN1C(=NC=C1)C (5-chloro-3-(2-methyl-imidazol-1-yl-methyl)-pyridazine). The product is Cl.CC1=C2CCC(=CC2=C(C=C1)C)C=1C=C(N=NC1)CN1C(=NC=C1)C (5-(5,8-Dimethyl-3,4-dihydro-naphthalen-2-yl)-3-(2-methyl-imidazol-1-yl-methyl)-pyridazine hydrochloride). Procedure: The title compound, MS: m/e=331.3 (M+H+), was prepared from 5,8-dimethyl-3,4-dihydro-naphthalene-2-boronic acid and 5-chloro-3-(2-methyl-imidazol-1-yl-methyl)-pyridazine. Reaction SMILES: [CH3:1][C:2]1[CH:11]=[CH:10][C:9]([CH3:12])=[C:8]2[C:3]=1[CH2:4][CH2:5][C:6](B(O)O)=[CH:7]2.[Cl:16][C:17]1[CH:18]=[C:19]([CH2:23][N:24]2[CH:28]=[CH:27][N:26]=[C:25]2[CH3:29])[N:20]=[N:21][CH:22]=1>>[ClH:16].[CH3:1][C:2]1[CH:11]=[CH:10][C:9]([CH3:12])=[C:8]2[C:3]=1[CH2:4][CH2:5][C:6]([C:17]1[CH:18]=[C:19]([CH2:23][N:24]3[CH:28]=[CH:27][N:26]=[C:25]3[CH3:29])[N:20]=[N:21][CH:22]=1)=[CH:7]2 |f:2.3|.